Dataset: the Open Reaction Database (ORD), a public repository of structured organic reaction records. Task: describe an organic reaction: reactants, conditions, products, and yield Procedure: A solution of the compound of Example 45, 1-[2-(2-aminoethoxy)ethyl]-2-methyl-1H-imidazo[4,5-c]quinolin-4-amine (1.00 g, 3.50 mmol) in 30 ml of pyridine was chilled in an ice water bath. With vigorous stirring, the solution was treated with cyclohexyl isocyanate (0.45 mL, 3.50 mmol). After 18 h, the reaction was concentrated to yield an off white solid. Purification by column chromatography (SiO2, 95:5:0.5 CHCl3:MeOH:NH4OH) gave 716 mg of N-{2-[2-(4-amino-2-methyl-1H-imidazo[4,5-c]quinolin-1-yl)... Solvent: N1=CC=CC=C1 (pyridine). Reaction conditions: time 18 hour. As a reaction SMILES: [NH2:1][CH2:2][CH2:3][O:4][CH2:5][CH2:6][N:7]1[C:19]2[C:18]3[CH:17]=[CH:16][CH:15]=[CH:14][C:13]=3[N:12]=[C:11]([NH2:20])[C:10]=2[N:9]=[C:8]1[CH3:21].[CH:22]1([N:28]=[C:29]=[O:30])[CH2:27][CH2:26][CH2:25][CH2:24][CH2:23]1>N1C=CC=CC=1>[NH2:20][C:11]1[C:10]2[N:9]=[C:8]([CH3:21])[N:7]([CH2:6][CH2:5][O:4][CH2:3][CH2:2][NH:1][C:29]([NH:28][CH:22]3[CH2:27][CH2:26][CH2:25][CH2:24][CH2:23]3)=[O:30])[C:19]=2[C:18]2[CH:17]=[CH:16][CH:15]=[CH:14][C:13]=2[N:12]=1. Isolated yield 49.8%. The reactants are compound, NCCOCCN1C(=NC=2C(=NC=3C=CC=CC3C21)N)C (1-[2-(2-aminoethoxy)ethyl]-2-methyl-1H-imidazo[4,5-c]quinolin-4-amine), C1(CCCCC1)N=C=O (cyclohexyl isocyanate). Yields the product NC1=NC=2C=CC=CC2C2=C1N=C(N2CCOCCNC(=O)NC2CCCCC2)C (N-{2-[2-(4-amino-2-methyl-1H-imidazo[4,5-c]quinolin-1-yl)ethoxy]ethyl}-N′-cyclohexylurea). The reactants are ice water, C(#N)C=1NN(C(C1N=NC1=C(C=C(C(=C1)C)S(=O)(=O)O)C)=O)C1=C(C=CC=C1)C (3-cyano-4-(2,5-dimethyl-4-sulfophenylazo)-1-(2-methylphenyl)-5-pyrazolone), C(C)#N (acetonitrile), P(=O)(Cl)(Cl)Cl (phosphorus oxychloride). The solvent is CN(C(C)=O)C (N,N-dimethylacetamide). Reaction conditions: time 30 minute. Yields the product ClS(=O)(=O)C1=CC(=C(C=C1C)N=NC1=C(NN(C1=O)C1=C(C=CC=C1)C)C#N)C (4-(4-chlorosulfonyl-2,5-dimethylphenylazo)-3-cyano-1-(2-methylphenyl)-5-pyrazolone). RXN SMILES: [C:1]([C:3]1[NH:4][N:5]([C:23]2[CH:28]=[CH:27][CH:26]=[CH:25][C:24]=2[CH3:29])[C:6](=[O:22])[C:7]=1[N:8]=[N:9][C:10]1[CH:15]=[C:14]([CH3:16])[C:13]([S:17](O)(=[O:19])=[O:18])=[CH:12][C:11]=1[CH3:21])#[N:2].C(#N)C.P(Cl)(Cl)([Cl:35])=O>CN(C)C(=O)C>[Cl:35][S:17]([C:13]1[C:14]([CH3:16])=[CH:15][C:10]([N:9]=[N:8][C:7]2[C:6](=[O:22])[N:5]([C:23]3[CH:28]=[CH:27][CH:26]=[CH:25][C:24]=3[CH3:29])[NH:4][C:3]=2[C:1]#[N:2])=[C:11]([CH3:21])[CH:12]=1)(=[O:19])=[O:18]. Reported procedure: 8.6 g of the azo obtained in step (2) above, 35 ml of acetonitrile, and 8.6 ml of N,N-dimethylacetamide were put into a 100 ml three-necked flask and 8.6 ml of phosphorus oxychloride was added dropwise to the mixture at a temperature of 50° C. or below. After completion of the dropwise addition, the mixture was stirred for 30 minutes and then poured into ice water. The crystals thus deposited were collected by filtration.